Dataset: the Open Reaction Database (ORD), a public repository of structured organic reaction records. Task: describe an organic reaction: reactants, conditions, products, and yield Product: CCN1CCC(C(=O)O)(S(=O)(=O)c2ccc(Oc3ccc(Cl)cc3)cc2)CC1. Starting materials: CCOC(=O)C1(S(=O)(=O)c2ccc(Oc3ccc(Cl)cc3)cc2)CCN(CC)CC1, C1CCOC1, CO, [Na+], [OH-]. RXN SMILES: [CH2:1]([CH3:2])[O:3][C:4](=[O:5])[C:6]1([S:14](=[O:15])(=[O:16])[c:17]2[cH:18][cH:19][c:20]([O:23][c:24]3[cH:25][cH:26][c:27]([Cl:30])[cH:28][cH:29]3)[cH:21][cH:22]2)[CH2:7][CH2:8][N:9]([CH2:12][CH3:13])[CH2:10][CH2:11]1.[CH2:35]1[O:36][CH2:37][CH2:38][CH2:39]1.[CH3:31][OH:32].[Na+:34].[OH-:33]>>[O:3]=[C:4]([OH:5])[C:6]1([S:14](=[O:15])(=[O:16])[c:17]2[cH:18][cH:19][c:20]([O:23][c:24]3[cH:25][cH:26][c:27]([Cl:30])[cH:28][cH:29]3)[cH:21][cH:22]2)[CH2:7][CH2:8][N:9]([CH2:12][CH3:13])[CH2:10][CH2:11]1. Starting materials: O=C(NCCC1CC1)c1ccc(N2CCNCC2)nn1, O=C(Cl)c1cc(Cl)ccc1C(F)(F)F. Yields the product O=C(NCCC1CC1)c1ccc(N2CCN(C(=O)c3cc(Cl)ccc3C(F)(F)F)CC2)nn1. Reaction SMILES: [CH:15]1([CH2:18][CH2:19][NH:20][C:21](=[O:22])[c:23]2[n:24][n:25][c:26]([N:29]3[CH2:30][CH2:31][NH:32][CH2:33][CH2:34]3)[cH:27][cH:28]2)[CH2:16][CH2:17]1.[Cl:1][c:2]1[cH:3][cH:4][c:5]([C:11]([F:12])([F:13])[F:14])[c:6]([C:7](=[O:8])[Cl:9])[cH:10]1>>[Cl:1][c:2]1[cH:3][cH:4][c:5]([C:11]([F:12])([F:13])[F:14])[c:6]([C:7](=[O:8])[N:32]2[CH2:31][CH2:30][N:29]([c:26]3[n:25][n:24][c:23]([C:21]([NH:20][CH2:19][CH2:18][CH:15]4[CH2:16][CH2:17]4)=[O:22])[cH:28][cH:27]3)[CH2:34][CH2:33]2)[cH:10]1. The reactants are C[Mg]Br (methylmagnesium bromide), C[Si]([N-][Si](C)(C)C)(C)C.[Li+] (lithium hexamethyldisilazide), COCCCC (butyl methyl ether), C(C)(=O)NC=1C=C(C(=O)N(C)OC)C=C(C1)S(F)(F)(F)(F)F (3-Acetylamino-N-methoxy-N-methyl-5-(pentafluorosulfanyl)benzamide), C[Mg]Br (methylmagnesium bromide), Cl (hydrochloric acid). The solvent is O (water), C(C)(=O)OCC (ethyl acetate), C1CCOC1 (THF). The product is C(C)(=O)C=1C=C(C=C(C1)S(F)(F)(F)(F)F)NC(C)=O (N-[3-Acetyl-5-(pentafluorosulfanyl)phenyl]acetamide). The yield is 82.3%. RXN SMILES: [C:1]([NH:4][C:5]1[CH:6]=[C:7]([CH:14]=[C:15]([S:17]([F:22])([F:21])([F:20])([F:19])[F:18])[CH:16]=1)[C:8](N(OC)C)=[O:9])(=[O:3])[CH3:2].[CH3:23][Si](C)(C)[N-][Si](C)(C)C.[Li+].COCCCC.C[Mg]Br.Cl>C1COCC1.C(OCC)(=O)C.O>[C:8]([C:7]1[CH:6]=[C:5]([NH:4][C:1](=[O:3])[CH3:2])[CH:16]=[C:15]([S:17]([F:22])([F:18])([F:20])([F:21])[F:19])[CH:14]=1)(=[O:9])[CH3:23] |f:1.2|. Reported procedure: 3-Acetylamino-N-methoxy-N-methyl-5-(pentafluorosulfanyl)benzamide (1.2 g) was dissolved in absolute THF (30 ml) and stirred at 0° C. with lithium hexamethyldisilazide (721 μl; density: 0.8 g/1; 23% in tent-butyl methyl ether) for 30 min. At 0° C., methylmagnesium bromide (2.87 ml, 3 M in diethyl ether) was then added dropwise while stirring. After stirring at RT for 2.5 h, further methylmagnesium bromide (1 ml, 3 M in diethyl ether) was added and the mixture was stirred again for 2.5 h. For work... Reactants: CCCc1nc2cnc3cccnc3c2n1CCCO, CCOC(C)=O, ClCCl, CC(C)OC(=O)N=NC(=O)OC(C)C, C1CCOC1, O=C1c2ccccc2C(=O)N1O, c1ccc(P(c2ccccc2)c2ccccc2)cc1. The product is CCCc1nc2cnc3cccnc3c2n1CCCON1C(=O)c2ccccc2C1=O. Reaction SMILES: [CH2:15]([CH2:16][CH3:17])[c:18]1[n:19]([CH2:31][CH2:32][CH2:33][OH:34])[c:20]2[c:21]([cH:22][n:23][c:24]3[cH:25][cH:26][cH:27][n:28][c:29]23)[n:30]1.[CH3:71][CH2:72][O:73][C:74](=[O:75])[CH3:76].[Cl:77][CH2:78][Cl:79].[O:1]=[C:2]([O:3][CH:4]([CH3:5])[CH3:6])[N:7]=[N:8][C:9]([O:10][CH:11]([CH3:12])[CH3:13])=[O:14].[O:66]1[CH2:67][CH2:68][CH2:69][CH2:70]1.[OH:54][N:55]1[C:56](=[O:65])[c:57]2[c:58]([cH:61][cH:62][cH:63][cH:64]2)[C:59]1=[O:60].[c:35]1([P:36]([c:37]2[cH:38][cH:39][cH:40][cH:41][cH:42]2)[c:43]2[cH:44][cH:45][cH:46][cH:47][cH:48]2)[cH:49][cH:50][cH:51][cH:52][cH:53]1>>[CH2:15]([CH2:16][CH3:17])[c:18]1[n:19]([CH2:31][CH2:32][CH2:33][O:34][N:55]2[C:56](=[O:65])[c:57]3[c:58]([cH:61][cH:62][cH:63][cH:64]3)[C:59]2=[O:60])[c:20]2[c:21]([cH:22][n:23][c:24]3[cH:25][cH:26][cH:27][n:28][c:29]23)[n:30]1. Product: ClC=1C=CC(=NC1)N1C2=C(N3C(CC1)=NN=C3C)C=CC=C2 (6-(5-chloropyridin-2-yl)-1-methyl-5,6-dihydro-4H-benzo[b][1,2,4]triazolo[4,3-d][1,4]diazepine). Run at temperature 170 celsius, time 30 minute. As a reaction SMILES: [CH3:1][C:2]1[N:6]2[C:7]3[CH:15]=[CH:14][CH:13]=[CH:12][C:8]=3[NH:9][CH2:10][CH2:11][C:5]2=[N:4][N:3]=1.[Cl:16][C:17]1[CH:18]=[CH:19][C:20](F)=[N:21][CH:22]=1.C([O-])([O-])=O.[K+].[K+]>CN(C=O)C>[Cl:16][C:17]1[CH:18]=[CH:19][C:20]([N:9]2[CH2:10][CH2:11][C:5]3=[N:4][N:3]=[C:2]([CH3:1])[N:6]3[C:7]3[CH:15]=[CH:14][CH:13]=[CH:12][C:8]2=3)=[N:21][CH:22]=1 |f:2.3.4|. Starting materials: CC1=NN=C2N1C1=C(NCC2)C=CC=C1 (1-methyl-5,6-dihydro-4H-benzo[b][1,2,4]triazolo[4,3-d][1,4]diazepine), ClC=1C=CC(=NC1)F (5-chloro-2-fluoropyridine), C(=O)([O-])[O-].[K+].[K+] (K2CO3). Procedure details: A mixture of 1-methyl-5,6-dihydro-4H-benzo[b][1,2,4]triazolo[4,3-d][1,4]diazepine (300 mg, 1.5 mmol), 5-chloro-2-fluoropyridine (600 mg, 4.5 mmol) and K2CO3 (621 mg, 4.5 mmol) in 10 mL of DMF was stirred at 170° C. for 30 min. After the solvent was removed in vacuo, the product was purified by flash chromatography eluting with DCM:MeOH=10:1 to give 6-(5-chloropyridin-2-yl)-1-methyl-5,6-dihydro-4H-benzo[b][1,2,4]triazolo[4,3-d][1,4]diazepine as a yellow solid. (50 mg, 11.3%). Run in CN(C)C=O (DMF).